Dataset: the Open Reaction Database (ORD), a public repository of structured organic reaction records. Task: describe an organic reaction: reactants, conditions, products, and yield The product is S1C2=C(C=C1C1=NNC3=CC=C(C=C13)C(=O)O)C=CC=C2 (3-Benzo[b]thiophen-2-yl-1H-5-indazolecarboxylic acid). Solvent: C(C)(=O)OCC (ethyl acetate). The reactants are S1C2=C(C=C1C1=NNC3=CC=C(C=C13)C#N)C=CC=C2 (3-benzo[b]thiophen-2-yl-1H-5-indazolecarbonitrile), C(C)(=O)O (acetic acid), O (water), S(O)(O)(=O)=O (sulfuric acid). RXN SMILES: [S:1]1[C:5]([C:6]2[C:14]3[C:9](=[CH:10][CH:11]=C(C#N)[CH:13]=3)[NH:8][N:7]=2)=[CH:4][C:3]2[CH:17]=[CH:18][CH:19]=[CH:20][C:2]1=2.[C:21]([OH:24])(=[O:23])[CH3:22].O.S(=O)(=O)(O)O>C(OCC)(=O)C>[S:1]1[C:5]([C:6]2[C:14]3[C:9](=[CH:10][CH:11]=[C:22]([C:21]([OH:24])=[O:23])[CH:13]=3)[NH:8][N:7]=2)=[CH:4][C:3]2[CH:17]=[CH:18][CH:19]=[CH:20][C:2]1=2. Conditions: temperature 110 celsius, time 4 hour. Procedure details: To 288 mg of 3-benzo[b]thiophen-2-yl-1H-5-indazolecarbonitrile were added 3 ml of glacial acetic acid, 1 ml of water and 0.8 ml of concentrated sulfuric acid, and the mixture was stirred at 110° C. for 4 hours. After standing to cool, the mixture was added with 120 ml of ethyl acetate, sequentially washed with water and brine, dried over anhydrous magnesium sulfate. After filtering the organic layer through a silica gel pat, the solvent was evaporated, to give 307 mg of the title compound as och... The reactants are COC(=O)OC, Cl, [H-], COc1cc(C)nc(N)n1, [Na+], C1CCOC1. Yields the product COC(=O)Nc1nc(C)cc(OC)n1. Reaction SMILES: [CH3:13][O:14][C:15]([O:16][CH3:18])=[O:17].[ClH:19].[H-:11].[NH2:1][c:2]1[n:3][c:4]([CH3:10])[cH:5][c:6]([O:8][CH3:9])[n:7]1.[Na+:12].[O:20]1[CH2:21][CH2:22][CH2:23][CH2:24]1>>[NH:1]([c:2]1[n:3][c:4]([CH3:10])[cH:5][c:6]([O:8][CH3:9])[n:7]1)[C:15]([O:14][CH3:13])=[O:16]. Starting materials: O=Cc1cc(Br)ccc1F, O=C([O-])[O-], CCOCCNCCCC(=O)OC(C)(C)C, [K+], [K+], CN(C)C=O, O. Yields the product CCOCCN(CCCC(=O)OC(C)(C)C)c1ccc(Br)cc1C=O. Reaction SMILES: [Br:17][c:18]1[cH:19][cH:20][c:21]([F:26])[c:22]([CH:23]=[O:24])[cH:25]1.[C:27](=[O:28])([O-:29])[O-:30].[CH2:1]([CH3:2])[O:3][CH2:4][CH2:5][NH:6][CH2:7][CH2:8][CH2:9][C:10](=[O:11])[O:12][C:13]([CH3:14])([CH3:15])[CH3:16].[K+:31].[K+:32].[O:34]=[CH:35][N:36]([CH3:37])[CH3:38].[OH2:33]>>[CH2:1]([CH3:2])[O:3][CH2:4][CH2:5][N:6]([CH2:7][CH2:8][CH2:9][C:10](=[O:11])[O:12][C:13]([CH3:14])([CH3:15])[CH3:16])[c:21]1[cH:20][cH:19][c:18]([Br:17])[cH:25][c:22]1[CH:23]=[O:24].